From a dataset of the Open Reaction Database (ORD), a public repository of structured organic reaction records. describe an organic reaction: reactants, conditions, products, and yield Reactants: C(C)(C)(C)OC(=O)NC=1C=C2C=C(NC2=CC1)C(=O)OCC (Ethyl 5-(tert-butyloxycarbonylamino)indole-2-carboxylate), [OH-].[Na+] (sodium hydroxide). Solvent: CO (methanol). Run at time 18 hour. Yields the product C(C)(C)(C)OC(=O)NC=1C=C2C=C(NC2=CC1)C(=O)O (5-(tert-Butyloxycarbonylamino)indole-2-carboxylic acid). Yield: 85.4%. As a reaction SMILES: [C:1]([O:5][C:6]([NH:8][C:9]1[CH:10]=[C:11]2[C:15](=[CH:16][CH:17]=1)[NH:14][C:13]([C:18]([O:20]CC)=[O:19])=[CH:12]2)=[O:7])([CH3:4])([CH3:3])[CH3:2].[OH-].[Na+]>CO>[C:1]([O:5][C:6]([NH:8][C:9]1[CH:10]=[C:11]2[C:15](=[CH:16][CH:17]=1)[NH:14][C:13]([C:18]([OH:20])=[O:19])=[CH:12]2)=[O:7])([CH3:4])([CH3:2])[CH3:3] |f:1.2|. Procedure: A solution of compound 30 (2.61 g, 8.6 mmol) in methanol (200 mL) was treated with 3N sodium hydroxide solution (50 mL) , and the reaction mixture was stirred for 18 h at room temperature. Solvent was removed. Water (100 mL) was added. The solution was neutralized with 20% hydrochloric acid and the precipitate was filtered to give compound 31 (2.03 g, 86%) as a yellow solid. m.p.192°-193° C. 1H NMR (DMSO-d6, ppm) 12.83 (brs, 1 H, COOH), 11.69 (s, 1 H, NH), 9.13 (s, 1 H, CONH), 7.79-7.04 (m, 4 H,... Reactants: FC1=CC=C(C=C1)C=1C(=NC=CC1)N (3-(4-fluoro-phenyl)-pyridin-2-ylamine), C(C)OC(=O)N=C=S (ethoxycarbonyl isothiocyanate). The solvent is O1CCOCC1 (dioxane). Reaction conditions: time 12 hour. The product is FC1=CC=C(C=C1)C=1C(=NC=CC1)NC(=S)NC(=O)OCC (N-(3-(4-Fluoro-phenyl)-pyridin-2-yl)-N′-ethoxycarbonyl-thiourea), solid. The yield is 100.0%. As a reaction SMILES: [F:1][C:2]1[CH:7]=[CH:6][C:5]([C:8]2[C:9]([NH2:14])=[N:10][CH:11]=[CH:12][CH:13]=2)=[CH:4][CH:3]=1.[CH2:15]([O:17][C:18]([N:20]=[C:21]=[S:22])=[O:19])[CH3:16]>O1CCOCC1>[F:1][C:2]1[CH:7]=[CH:6][C:5]([C:8]2[C:9]([NH:14][C:21]([NH:20][C:18]([O:17][CH2:15][CH3:16])=[O:19])=[S:22])=[N:10][CH:11]=[CH:12][CH:13]=2)=[CH:4][CH:3]=1. Reported procedure: To a solution of 3-(4-fluoro-phenyl)-pyridin-2-ylamine (200 mg, 1.06 mmol) in dioxane (10 mL) was added ethoxycarbonyl isothiocyanate (141 μL, 1.17 mmol) and stirred at room temperature for 12 hours. The solvent was evaporated and the residue was used for the next step without purification. The title compound was obtained as a light yellow solid (340 mg, 100%). Reaction conditions: time 8 hour. The solvent is N1=CC=CC=C1 (pyridine). Reported procedure: 2,5-Dimethoxybenzenesulfonyl chloride (63 mg, 0.26 mmol) was added to a solution of 3-chloro-6,7,8,9-tetrahydro-5H-dipyrido[2,3-b;3′,4′-d]pyrrole (50 mg, 0.24 mmol) in pyridine (2 mL), and the reaction was stirred overnight at room temperature. The reaction mixture was added to water (20 mL), and the resulting precipitate was filtered and dried under vacuum to provide 36 (94 mg, 96% yield) as a yellow solid. LC-MS (M+H=408, obsd.=408). Product: ClC1=CC2=C(NC3=C2CN(CC3)S(=O)(=O)C3=C(C=CC(=C3)OC)OC)N=C1 (3-Chloro-6-(2,5-dimethoxy-benzenesulfonyl)-6,7,8,9-tetrahydro-5H-dipyrido[2,3-b;3′,4′-d]pyrrole). Reaction SMILES: [CH3:1][O:2][C:3]1[CH:8]=[CH:7][C:6]([O:9][CH3:10])=[CH:5][C:4]=1[S:11](Cl)(=[O:13])=[O:12].[Cl:15][C:16]1[CH:28]=[N:27][C:19]2[NH:20][C:21]3[CH2:26][CH2:25][NH:24][CH2:23][C:22]=3[C:18]=2[CH:17]=1.O>N1C=CC=CC=1>[Cl:15][C:16]1[CH:28]=[N:27][C:19]2[NH:20][C:21]3[CH2:26][CH2:25][N:24]([S:11]([C:4]4[CH:5]=[C:6]([O:9][CH3:10])[CH:7]=[CH:8][C:3]=4[O:2][CH3:1])(=[O:13])=[O:12])[CH2:23][C:22]=3[C:18]=2[CH:17]=1. The yield is 96.0%. The reactants are COC1=C(C=C(C=C1)OC)S(=O)(=O)Cl (2,5-Dimethoxybenzenesulfonyl chloride), ClC1=CC2=C(NC3=C2CNCC3)N=C1 (3-chloro-6,7,8,9-tetrahydro-5H-dipyrido[2,3-b;3′,4′-d]pyrrole), O (water). The reactants are CCC(C)c1ccc(O)cc1, O, O=[N+]([O-])O. Product: CCC(C)c1ccc(O)c([N+](=O)[O-])c1. RXN SMILES: [CH:1]([CH3:2])([CH2:3][CH3:4])[c:5]1[cH:6][cH:7][c:8]([OH:11])[cH:9][cH:10]1.[OH2:16].[OH:12][N+:13]([O-:14])=[O:15]>>[CH:1]([CH3:2])([CH2:3][CH3:4])[c:5]1[cH:6][cH:7][c:8]([OH:11])[c:9]([N+:13](=[O:12])[O-:14])[cH:10]1. Starting materials: C1(=CC=CC=C1)C1=NC(C(NC2=C1C=CC=C2)=O)N2C(C=1C(C2=O)=CC=CC1)=O ((3RS)-2,3-dihydro-5-phenyl-3-phthalimido-1H-1,4-benzodiazepin-2-one), ClCC1=NC=CC2=CC=CC=C12 (1-chloromethylisoquinoline), [H-].[Na+] (sodium hydride), [I-].[Na+] (sodium iodide). Solvent: CN(C=O)C (N,N-dimethylformamide), CN(C=O)C (N.N-dimethylformamide). Reaction conditions: time 2 hour. Yields the product C1(=NC=CC2=CC=CC=C12)CN1C(C(N=C(C2=C1C=CC=C2)C2=CC=CC=C2)N2C(C=1C(C2=O)=CC=CC1)=O)=O ((3RS)-2,3-dihydro-1-(isoquinolin-1-yl)methyl-5-phenyl-3-phthalimido-1H-1,4-benzodiazepin-2-one). Yield: 39.4%. Reaction SMILES: [H-].[Na+].[C:3]1([C:9]2[C:15]3[CH:16]=[CH:17][CH:18]=[CH:19][C:14]=3[NH:13][C:12](=[O:20])[CH:11]([N:21]3[C:25](=[O:26])[C:24]4=[CH:27][CH:28]=[CH:29][CH:30]=[C:23]4[C:22]3=[O:31])[N:10]=2)[CH:8]=[CH:7][CH:6]=[CH:5][CH:4]=1.[I-].[Na+].Cl[CH2:35][C:36]1[C:45]2[C:40](=[CH:41][CH:42]=[CH:43][CH:44]=2)[CH:39]=[CH:38][N:37]=1>CN(C)C=O>[C:36]1([CH2:35][N:13]2[C:14]3[CH:19]=[CH:18][CH:17]=[CH:16][C:15]=3[C:9]([C:3]3[CH:4]=[CH:5][CH:6]=[CH:7][CH:8]=3)=[N:10][CH:11]([N:21]3[C:22](=[O:31])[C:23]4=[CH:30][CH:29]=[CH:28][CH:27]=[C:24]4[C:25]3=[O:26])[C:12]2=[O:20])[C:45]2[C:40](=[CH:41][CH:42]=[CH:43][CH:44]=2)[CH:39]=[CH:38][N:37]=1 |f:0.1,3.4|. Reported procedure: To a suspension of sodium hydride (0.11 g in a 64% dispersion of mineral oil) in dry N,N-dimethylformamide (20 ml) was added slowly (3RS)-2,3-dihydro-5-phenyl-3-phthalimido-1H-1,4-benzodiazepin-2-one (1.00 g) at ambient temperature, and stirred for 2 hours. To the mixture was added sodium iodide (0.413 g) and followed dropwise a solution of 1-chloromethylisoquinoline (0.695 g) in dry N.N-dimethylformamide (5 ml) at ambient temperature and stirred overnight. The mixture was concentrated in vacuo ... The reactants are [N+]([O-])(=NC1=CC=CC=C1)C1=CC=CC=C1 (azoxybenzene), [SH-].[Na+] (sodium hydrosulfide), Na2S, ClC1=C(C=C(C=C1)Cl)[N+]([O-])=NC1=C(C=CC(=C1)Cl)Cl (2,2'-dichlor-5,5'-dichloroazoxybenzene). Run in CO (methanol). Reaction conditions: temperature 70 celsius. Product: ClC=1C=CC=C(C1)NNC1=CC=CC(=C1)Cl (5,5'-dichlorohydrazobenzene). Isolated yield 76.0%. RXN SMILES: [SH-].[Na+].Cl[C:4]1[CH:9]=[CH:8][C:7]([Cl:10])=[CH:6][C:5]=1[N+:11](=[N:13][C:14]1[CH:19]=[C:18]([Cl:20])[CH:17]=[CH:16][C:15]=1Cl)[O-].[N+](C1C=CC=CC=1)(=NC1C=CC=CC=1)[O-]>CO>[Cl:10][C:7]1[CH:8]=[CH:9][CH:4]=[C:5]([NH:11][NH:13][C:14]2[CH:19]=[C:18]([Cl:20])[CH:17]=[CH:16][CH:15]=2)[CH:6]=1 |f:0.1|. Procedure: 85 Parts of an aqueous solution of technical sodium hydrosulfide containing 35 percent NaHS and 9 percent Na2S 2 O3 were added to a mixture comprising 65.4 parts of 2,2'-dichlor-5,5'-dichloroazoxybenzene in 196 parts of methanol at room temperature within 90 minutes. The reaction mixture was then refluxed at 70° C to75° C for a period of 5 hours. The pH had been kept between 9 and 9.4. After this period the starting azoxybenzene was shown to be all consumed and the reaction mixture was cooled do... Starting materials: FC1=CC=CC=2C(C3=C(CCC21)C=CC=C3)=CC=3C=C(C=CC3)NS(=O)(=O)C (N-[3-(1-fluoro-10,11-dihydro-dibenzo[a,d]cyclohepten-5-ylidenemethyl)-phenyl]-methanesulfonamide). The reagents and catalysts are [Pd] (Pd/C). Run in CCO (EtOH). Reaction conditions: time 18 hour. The product is FC1=CC=CC=2C(C3=C(CCC21)C=CC=C3)CC=3C=C(C=CC3)NS(=O)(=O)C (N-[3-(1-Fluoro-10,11-dihydro-5H-dibenzo[a,d]cyclohepten-5-ylmethyl)-phenyl]-methanesulfonamide). Yield: 4.0%. As a reaction SMILES: [F:1][C:2]1[C:12]2[CH2:11][CH2:10][C:9]3[CH:13]=[CH:14][CH:15]=[CH:16][C:8]=3[C:7](=[CH:17][C:18]3[CH:19]=[C:20]([NH:24][S:25]([CH3:28])(=[O:27])=[O:26])[CH:21]=[CH:22][CH:23]=3)[C:6]=2[CH:5]=[CH:4][CH:3]=1>CCO.[Pd]>[F:1][C:2]1[C:12]2[CH2:11][CH2:10][C:9]3[CH:13]=[CH:14][CH:15]=[CH:16][C:8]=3[CH:7]([CH2:17][C:18]3[CH:19]=[C:20]([NH:24][S:25]([CH3:28])(=[O:27])=[O:26])[CH:21]=[CH:22][CH:23]=3)[C:6]=2[CH:5]=[CH:4][CH:3]=1. Procedure details: Dissolve 150 mg (0.38 mmol) N-[3-(1-fluoro-10,11-dihydro-dibenzo[a,d]cyclohepten-5-ylidenemethyl)-phenyl]-methanesulfonamide in EtOH (5 mL) and add 10% Pd/C (50 mg). Stir for 18 h under an atmosphere of hydrogen. Filter and concentrate. Purify the crude product using column chromatography (10% EtOAc/hexane→25% EtOAc/hexane) to give 6 mg product as a colorless oil. MS (ES) 394 (M−1). HPLC shows 99% purity.